Dataset: the Open Reaction Database (ORD), a public repository of structured organic reaction records. Task: describe an organic reaction: reactants, conditions, products, and yield The reactants are C(C)(=O)O[BH-](OC(C)=O)OC(C)=O.[Na+] (Sodium triacetoxyborohydride), C(C)C1=C(C=CC=C1C=O)C1=NSC(=N1)C=1C=CC(=C(C#N)C1)OC(C)C (5-[3-(2-ethyl-3-formylphenyl)-1,2,4-thiadiazol-5-yl]-2-[(1-methylethyl)oxy]benzonitrile), N1CC(C1)C(=O)O (3-azetidinecarboxylic acid), C(C)(=O)O (acetic acid). Run in ClCCl (dichloromethane), CO (methanol). Conditions: time 8 hour. The product is C(#N)C=1C=C(C=CC1OC(C)C)C1=NC(=NS1)C=1C(=C(C=CC1)CN1CC(C1)C(=O)O)CC (1-{[3-(5-{3-cyano-4-[(1-methylethyl)oxy]phenyl}-1,2,4-thiadiazol-3-yl)-2-ethylphenyl]methyl}-3 azetidinecarboxylic acid). Yield: 27.4%. Reaction SMILES: [CH2:1]([C:3]1[C:8]([CH:9]=O)=[CH:7][CH:6]=[CH:5][C:4]=1[C:11]1[N:15]=[C:14]([C:16]2[CH:17]=[CH:18][C:19]([O:24][CH:25]([CH3:27])[CH3:26])=[C:20]([CH:23]=2)[C:21]#[N:22])[S:13][N:12]=1)[CH3:2].[NH:28]1[CH2:31][CH:30]([C:32]([OH:34])=[O:33])[CH2:29]1.C(O)(=O)C.C(O[BH-](OC(=O)C)OC(=O)C)(=O)C.[Na+]>ClCCl.CO>[C:21]([C:20]1[CH:23]=[C:16]([C:14]2[S:13][N:12]=[C:11]([C:4]3[C:3]([CH2:1][CH3:2])=[C:8]([CH2:9][N:28]4[CH2:31][CH:30]([C:32]([OH:34])=[O:33])[CH2:29]4)[CH:7]=[CH:6][CH:5]=3)[N:15]=2)[CH:17]=[CH:18][C:19]=1[O:24][CH:25]([CH3:27])[CH3:26])#[N:22] |f:3.4|. Procedure details: To a solution of 5-[3-(2-ethyl-3-formylphenyl)-1,2,4-thiadiazol-5-yl]-2-[(1-methylethyl)oxy]benzonitrile (D46) (110 mg) in dichloromethane (DCM) (5 mL) and methanol (5.00 mL) was added 3-azetidinecarboxylic acid (147 mg) and acetic acid (0.050 mL). The resulting solution was stirred at room temperature for overnight. Sodium triacetoxyborohydride (185 mg) was added and the reaction solution was stirred for 2 h. The solvent was removed in vacuo and the residue was purified by Mass Directed AutoPre... The reactants are CC(C)=O, O=C(O)c1ccc(Cl)nc1, [I-], I, [Na+]. The product is O=C(O)c1ccc(I)nc1. As a reaction SMILES: [CH3:14][C:15](=[O:16])[CH3:17].[Cl:4][c:5]1[n:6][cH:7][c:8]([C:9](=[O:10])[OH:11])[cH:12][cH:13]1.[I-:2].[IH:3].[Na+:1]>>[I:2][c:5]1[n:6][cH:7][c:8]([C:9](=[O:10])[OH:11])[cH:12][cH:13]1. The reactants are FC=1C=C2C=C(COC2=C(C1)F)C=O (6,8-difluoro-2H-chromene-3-carbaldehyde), [Br-].FC=1C=C2CC(COC2=CC1C[P+](C1=CC=CC=C1)(C1=CC=CC=C1)C1=CC=CC=C1)CCCCC ((6-fluoro-3-pentylchroman-7-ylmethyl)triphenylphosphonium bromide), CC(C)([O-])C.[K+] (potassium tert-butoxide), Cl (hydrochloric acid). The solvent is C1CCOC1 (THF), O (water), C1CCOC1 (THF). Conditions: time 1 hour. Yields the product FC=1C=C2C=C(COC2=C(C1)F)C=CC1=C(C=C2CC(COC2=C1)CCCCC)F (6,8-difluoro-3-[2-(6-fluoro-3-pentylchroman-7-yl)vinyl]-2H-chromene). Reaction SMILES: [Br-].[F:2][C:3]1[CH:4]=[C:5]2[C:10](=[CH:11][C:12]=1[CH2:13][P+](C1C=CC=CC=1)(C1C=CC=CC=1)C1C=CC=CC=1)[O:9][CH2:8][CH:7]([CH2:33][CH2:34][CH2:35][CH2:36][CH3:37])[CH2:6]2.CC(C)([O-])C.[K+].[F:44][C:45]1[CH:46]=[C:47]2[C:52](=[C:53]([F:55])[CH:54]=1)[O:51][CH2:50][C:49]([CH:56]=O)=[CH:48]2.Cl>C1COCC1.O>[F:44][C:45]1[CH:46]=[C:47]2[C:52](=[C:53]([F:55])[CH:54]=1)[O:51][CH2:50][C:49]([CH:56]=[CH:13][C:12]1[CH:11]=[C:10]3[C:5]([CH2:6][CH:7]([CH2:33][CH2:34][CH2:35][CH2:36][CH3:37])[CH2:8][O:9]3)=[CH:4][C:3]=1[F:2])=[CH:48]2 |f:0.1,2.3|. Procedure details: 10.2 g (17.7 mmol) of (6-fluoro-3-pentylchroman-7-ylmethyl)triphenylphosphonium bromide are dissolved in 50 ml of THF, and 2.0 g (17.8 mmol) of potassium tert-butoxide are added with ice cooling. After 1 h, a solution of 6,8-difluoro-2H-chromene-3-carbaldehyde in 50 ml of THF is slowly added dropwise, and the batch is left to stir overnight at room temp. The solution is subsequently added to water, acidified using dil. hydrochloric acid and extracted three times with MTB ether. The combined org....